This data is from the Open Reaction Database (ORD), a public repository of structured organic reaction records. The task is: describe an organic reaction: reactants, conditions, products, and yield Reactants: Cc1c(OCc2ccc(OC(C)C)c(C#N)c2)ccc2c1cc1n2CCC1CC(=O)O, O=C1CCC(=O)N1Cl, ClCCl. Yields the product Cc1c(OCc2ccc(OC(C)C)c(C#N)c2)ccc2c1c(Cl)c1n2CCC1CC(=O)O. RXN SMILES: [C:1](#[N:2])[c:3]1[cH:4][c:5]([CH2:6][O:7][c:8]2[c:9]([CH3:24])[c:10]3[cH:11][c:12]4[n:13]([c:14]3[cH:15][cH:16]2)[CH2:17][CH2:18][CH:19]4[CH2:20][C:21](=[O:22])[OH:23])[cH:25][cH:26][c:27]1[O:28][CH:29]([CH3:30])[CH3:31].[Cl:32][N:33]1[C:34](=[O:35])[CH2:36][CH2:37][C:38]1=[O:39].[Cl:40][CH2:41][Cl:42]>>[C:1](#[N:2])[c:3]1[cH:4][c:5]([CH2:6][O:7][c:8]2[c:9]([CH3:24])[c:10]3[c:11]([Cl:32])[c:12]4[n:13]([c:14]3[cH:15][cH:16]2)[CH2:17][CH2:18][CH:19]4[CH2:20][C:21](=[O:22])[OH:23])[cH:25][cH:26][c:27]1[O:28][CH:29]([CH3:30])[CH3:31]. Yields the product COC1=C(C=CC=C1OC)C(C1=C(C=CC2=CC=C(C=C12)OC)O)N1CCOCC1 (1-[(2,3-Dimethoxyphenyl)-morpholin-4-yl-methyl]-7-methoxy-naphthalen-2-ol). Reactants: COC1=CC=C2C=CC(=CC2=C1)O (7-methoxy-2-naphthol), [Cl-].COC1=C(C=[N+]2CCOCC2)C=CC=C1OC (4-(2,3-dimethoxy-benzylidene)-morpholin-4-ium chloride). Procedure: The preparation was carried out in accordance with general synthesis instructions 4 from 7-methoxy-2-naphthol and 4-(2,3-dimethoxy-benzylidene)-morpholin-4-ium chloride, which had been prepared in accordance with example 21. Reaction SMILES: [CH3:1][O:2][C:3]1[CH:12]=[C:11]2[C:6]([CH:7]=[CH:8][C:9]([OH:13])=[CH:10]2)=[CH:5][CH:4]=1.[Cl-].[CH3:15][O:16][C:17]1[C:29]([O:30][CH3:31])=[CH:28][CH:27]=[CH:26][C:18]=1[CH:19]=[N+:20]1[CH2:25][CH2:24][O:23][CH2:22][CH2:21]1>>[CH3:15][O:16][C:17]1[C:29]([O:30][CH3:31])=[CH:28][CH:27]=[CH:26][C:18]=1[CH:19]([N:20]1[CH2:21][CH2:22][O:23][CH2:24][CH2:25]1)[C:10]1[C:11]2[C:6](=[CH:5][CH:4]=[C:3]([O:2][CH3:1])[CH:12]=2)[CH:7]=[CH:8][C:9]=1[OH:13] |f:1.2|. Starting materials: solution, C(C)(C)[Mg]Br (isopropylmagnesium bromide), C1(=CC=CC=C1)P(Cl)Cl (phenyldichlorophosphine), solution, C1(=CC=CC=C1)[Mg]Br (phenylmagnesium bromide). Run in CCOCC (ether), CCOCC (ether), CCOCC (ether). Conditions: temperature -25 celsius, time 15 minute. The product is C(C)(C)P(C1=CC=CC=C1)C1=CC=CC=C1 (isopropyldiphenylphosphine). Yield: 49.0%. RXN SMILES: [CH:1]([Mg]Br)([CH3:3])[CH3:2].[C:6]1([P:12](Cl)Cl)[CH:11]=[CH:10][CH:9]=[CH:8][CH:7]=1.[C:15]1([Mg]Br)[CH:20]=[CH:19][CH:18]=[CH:17][CH:16]=1>CCOCC>[CH:1]([P:12]([C:15]1[CH:20]=[CH:19][CH:18]=[CH:17][CH:16]=1)[C:6]1[CH:11]=[CH:10][CH:9]=[CH:8][CH:7]=1)([CH3:3])[CH3:2]. Procedure details: 193 ml of a 2.6 Molar solution of 503 mmoles of isopropylmagnesium bromide in ether was added dropwise to a stirred solution of 89.96 g (502.6 mmoles) of phenyldichlorophosphine in 750 ml of anhydrous ether, maintained at -25° C. under an inert atmosphere. After the addition was complete, the mixture was stirred for 15 minutes at a temperature of -25° C. and then was allowed to gradually warm to +8° C. 325 ml of a 2.01 Molar solution of 653 mmoles of phenylmagnesium bromide in ether was then add... Reactants: Cc1ccccc1C(=O)Nc1ccc(C(=O)N2CCCC(N(C)CCCOC3CCCCO3)c3ccccc32)cc1, CCO, O, Cc1ccc(S(=O)(=O)[O-])cc1, c1cc[nH+]cc1. Product: Cc1ccccc1C(=O)Nc1ccc(C(=O)N2CCCC(N(C)CCCO)c3ccccc32)cc1. As a reaction SMILES: [CH3:1][N:2]([CH2:3][CH2:4][CH2:5][O:6][CH:7]1[CH2:8][CH2:9][CH2:10][CH2:11][O:12]1)[CH:13]1[CH2:14][CH2:15][CH2:16][N:17]([C:24]([c:25]2[cH:26][cH:27][c:28]([NH:31][C:32]([c:33]3[c:34]([CH3:39])[cH:35][cH:36][cH:37][cH:38]3)=[O:40])[cH:29][cH:30]2)=[O:41])[c:18]2[c:19]1[cH:20][cH:21][cH:22][cH:23]2.[CH3:60][CH2:61][OH:62].[OH2:59].[c:42]1([CH3:43])[cH:44][cH:45][c:46]([S:47]([O-:48])(=[O:49])=[O:50])[cH:51][cH:52]1.[nH+:53]1[cH:54][cH:55][cH:56][cH:57][cH:58]1>>[CH3:1][N:2]([CH2:3][CH2:4][CH2:5][OH:6])[CH:13]1[CH2:14][CH2:15][CH2:16][N:17]([C:24]([c:25]2[cH:26][cH:27][c:28]([NH:31][C:32]([c:33]3[c:34]([CH3:39])[cH:35][cH:36][cH:37][cH:38]3)=[O:40])[cH:29][cH:30]2)=[O:41])[c:18]2[c:19]1[cH:20][cH:21][cH:22][cH:23]2. Reactants: ClC=1C=C2C(=NC=NC2=CC1C(=O)N1CCCC1)NC(CCC(=O)O)C1=NC2=C(N1C(=O)OC(C)(C)C)C=CC(=C2)Cl (6-chloro-4-[1-(1-tert.-butyloxycarbonyl-5-chloro-1H-benzimidazol-2-yl)-3-hydroxycarbonyl-propyl-amino]-7-(pyrrolidin-1-yl-carbonyl)-quinazoline), N1=C(N=CN=C1)N1CCC(CC1)N (1-[1,3,5]triazin-2-yl-piperidin-4-ylamine), CN(C)C(=[N+](C)C)ON1C2=C(C=CC=C2)N=N1.[B-](F)(F)(F)F (TBTU), FC(C(=O)O)(F)F (trifluoroacetic acid). Run in C(C)#N.O1CCCC1 (acetonitrile tetrahydrofuran). Product: ClC=1C=C2C(=NC=NC2=CC1C(=O)N1CCCC1)NC(CCC(=O)NC1CCN(CC1)C1=NC=NC=N1)C1=NC2=C(N1)C=CC(=C2)Cl (6-chloro-4-{1-(5-chloro-1H-benzimidazol-2-yl)-3-[(1-[1,3,5]triazin-2-yl-piperidin-4-ylamino)-carbonyl]-propyl-amino}-7-(pyrrolidin-1-yl-carbonyl)-quinazoline). RXN SMILES: [Cl:1][C:2]1[CH:3]=[C:4]2[C:9](=[CH:10][C:11]=1[C:12]([N:14]1[CH2:18][CH2:17][CH2:16][CH2:15]1)=[O:13])[N:8]=[CH:7][N:6]=[C:5]2[NH:19][CH:20]([C:26]1[N:30](C(OC(C)(C)C)=O)[C:29]2[CH:38]=[CH:39][C:40]([Cl:42])=[CH:41][C:28]=2[N:27]=1)[CH2:21][CH2:22][C:23](O)=[O:24].[N:43]1[CH:48]=[N:47][CH:46]=[N:45][C:44]=1[N:49]1[CH2:54][CH2:53][CH:52]([NH2:55])[CH2:51][CH2:50]1.CN(C(ON1N=NC2C=CC=CC1=2)=[N+](C)C)C.[B-](F)(F)(F)F.FC(F)(F)C(O)=O>C(#N)C.O1CCCC1>[Cl:1][C:2]1[CH:3]=[C:4]2[C:9](=[CH:10][C:11]=1[C:12]([N:14]1[CH2:15][CH2:16][CH2:17][CH2:18]1)=[O:13])[N:8]=[CH:7][N:6]=[C:5]2[NH:19][CH:20]([C:26]1[NH:30][C:29]2[CH:38]=[CH:39][C:40]([Cl:42])=[CH:41][C:28]=2[N:27]=1)[CH2:21][CH2:22][C:23]([NH:55][CH:52]1[CH2:53][CH2:54][N:49]([C:44]2[N:43]=[CH:48][N:47]=[CH:46][N:45]=2)[CH2:50][CH2:51]1)=[O:24] |f:2.3,5.6|. Procedure details: Prepared analogously to Example 61 from 6-chloro-4-[1-(1-tert.-butyloxycarbonyl-5-chloro-1H-benzimidazol-2-yl)-3-hydroxycarbonyl-propyl-amino]-7-(pyrrolidin-1-yl-carbonyl)-quinazoline and 1-[1,3,5]triazin-2-yl-piperidin-4-ylamine with TBTU in acetonitrile/tetrahydrofuran and subsequent reaction with trifluoroacetic acid. The reactants are C[O-].[Na+] (sodium methylate), CCCCCCC (heptane), C(C)(=O)OC1=C(C(=C(C=C1C(C)(C)C)O)C(C(CCCCC)CCCCC)O)C(C)(C)C (4-acetoxy-3,5-di-tert-butyl-2-(1-hydroxy-2-pentylheptyl)phenol), C(O)([O-])=O.[Na+] (sodium hydrogencarbonate). The solvent is CO (methanol), O (water). Run at temperature 30 celsius, time 5.5 hour. The product is C(C)(=O)OC=1C(=CC2=C(CC(O2)(CCCCC)CCCCC)C1C(C)(C)C)C(C)(C)C (5-acetoxy-4,6-di-tert-butyl-2,2-dipentyl-2,3-dihydrobenzofuran). As a reaction SMILES: [CH3:1]CCCCCC.C([O:11][C:12]1[C:17]([C:18]([CH3:21])([CH3:20])[CH3:19])=[CH:16]C(O)=[C:14]([CH:23](O)[CH:24]([CH2:30][CH2:31][CH2:32][CH2:33][CH3:34])[CH2:25][CH2:26][CH2:27][CH2:28][CH3:29])[C:13]=1[C:36]([CH3:39])([CH3:38])[CH3:37])(=O)C.[C:40](=[O:43])([O-])O.[Na+].[CH3:45][O-:46].[Na+]>O.CO>[C:45]([O:11][C:12]1[C:17]([C:18]([CH3:21])([CH3:19])[CH3:20])=[CH:16][C:40]2[O:43][C:24]([CH2:25][CH2:26][CH2:27][CH2:28][CH3:29])([CH2:30][CH2:31][CH2:32][CH2:33][CH3:34])[CH2:23][C:14]=2[C:13]=1[C:36]([CH3:39])([CH3:38])[CH3:37])(=[O:46])[CH3:1] |f:2.3,4.5|. Procedure details: To 350 mL of heptane, 70.0 g (156 mmol) of 4-acetoxy-3,5-di-tert-butyl-2-(1-hydroxy-2-pentylheptyl)phenol was added and the mixture was cooled to 10° C. or below. To the mixture, 44.3 g (312 mmol) of a boron trifluoride/diethyl ether complex was added dropwise at 10° C. or below and the mixture was warmed to 30° C. and stirred for 5.5 hours. The solution was cooled to 10° C. or below and thereafter, 350 mL of 7.5% aqueous sodium hydrogencarbonate was added, followed by stirring. The mixture was ...